From a dataset of the Open Reaction Database (ORD), a public repository of structured organic reaction records. describe an organic reaction: reactants, conditions, products, and yield The reactants are CO, N#Cc1ccc(C(=O)c2ccc3ccccn23)cc1. Yields the product N#Cc1ccc(Cc2ccc3ccccn23)cc1. Reaction SMILES: [CH3:20][OH:21].[cH:1]1[cH:2][c:3]([C:10](=[O:11])[c:12]2[cH:13][cH:14][c:15]([C:16]#[N:17])[cH:18][cH:19]2)[n:4]2[cH:5][cH:6][cH:7][cH:8][c:9]12>>[cH:1]1[cH:2][c:3]([CH2:10][c:12]2[cH:13][cH:14][c:15]([C:16]#[N:17])[cH:18][cH:19]2)[n:4]2[cH:5][cH:6][cH:7][cH:8][c:9]12.